Dataset: the Open Reaction Database (ORD), a public repository of structured organic reaction records. Task: describe an organic reaction: reactants, conditions, products, and yield Starting materials: CC(=O)O[BH-](OC(C)=O)OC(C)=O, CC(C)(C)OC(=O)NCCN, O=Cc1ccccc1, ClCCl, ClCCCl, [Na+]. The product is CC(C)(C)OC(=O)NCCNCc1ccccc1. RXN SMILES: [C:20]([O:21][BH-:22]([O:23][C:24](=[O:25])[CH3:26])[O:27][C:28](=[O:29])[CH3:30])(=[O:31])[CH3:32].[C:9]([CH3:10])([CH3:11])([CH3:12])[O:13][C:14]([NH:15][CH2:16][CH2:17][NH2:18])=[O:19].[CH:1](=[O:2])[c:3]1[cH:4][cH:5][cH:6][cH:7][cH:8]1.[Cl:34][CH2:35][Cl:36].[Cl:37][CH2:38][CH2:39][Cl:40].[Na+:33]>>[CH2:1]([c:3]1[cH:4][cH:5][cH:6][cH:7][cH:8]1)[NH:18][CH2:17][CH2:16][NH:15][C:14]([O:13][C:9]([CH3:10])([CH3:11])[CH3:12])=[O:19].